From a dataset of the Open Reaction Database (ORD), a public repository of structured organic reaction records. describe an organic reaction: reactants, conditions, products, and yield The reactants are CN(C)CCC=C1C=2C=CC=CC2CCC3=C1C=CC=C3.Cl (amitriptyline hydrochloride), CN(C)CCC=C1C=2C=CC=CC2CCC3=C1C=CC=C3.Cl (amitriptyline hydrochloride), CCOCCOCCO (ethoxy diglycol), base. Product: CN(C)CCC=C1C=2C=CC=CC2CCC3=C1C=CC=C3 (amitriptyline). RXN SMILES: [CH3:1][N:2]([CH2:4][CH2:5][CH:6]=[C:7]1[C:17]2[CH:18]=[CH:19][CH:20]=[CH:21][C:16]=2[CH2:15][CH2:14][C:13]2[CH:12]=[CH:11][CH:10]=[CH:9][C:8]1=2)[CH3:3].Cl.CCOCCOCCO>>[CH3:1][N:2]([CH2:4][CH2:5][CH:6]=[C:7]1[C:8]2[CH:9]=[CH:10][CH:11]=[CH:12][C:13]=2[CH2:14][CH2:15][C:16]2[CH:21]=[CH:20][CH:19]=[CH:18][C:17]1=2)[CH3:3] |f:0.1|. Reported procedure: 0.750 gm amitriptyline hydrochloride USP, is wetted with 1.5 ml of ethoxy diglycol reagent, and stirred into 75 gm of the base cream prepared as per example 3 and triple milled. A cream-type preparation results which contains amitriptyline hydrochloride @ 10 mg/ml Reactants: CCOC(=O)c1ccc2cc(C3CC(C)(C)c4ccccc4C3OCOC)ccc2c1, CCOC(=O)c1ccc(C=Cc2ccc3c(c2)C(c2cccs2)=CCC3(C)C)cc1, CCOC(=O)c1ccc2cc(-c3ccc4c(c3)C(OCOC)CCC4(C)C)ccc2c1. Yields the product COCOC1c2ccccc2C(C)(C)CC1c1ccc2cc(C(=O)O)ccc2c1. As a reaction SMILES: [CH2:1]([CH3:2])[O:3][C:4](=[O:5])[c:6]1[cH:7][c:8]2[cH:9][cH:10][c:11]([CH:16]3[CH2:17][C:18]([CH3:30])([CH3:31])[c:19]4[cH:20][cH:21][cH:22][cH:23][c:24]4[CH:25]3[O:26][CH2:27][O:28][CH3:29])[cH:12][c:13]2[cH:14][cH:15]1.[CH3:32][C:33]1([CH3:34])[CH2:35][CH:36]=[C:37]([c:38]2[s:39][cH:40][cH:41][cH:42]2)[c:43]2[cH:44][c:45]([CH:46]=[CH:47][c:48]3[cH:49][cH:50][c:51]([C:52]([O:53][CH2:54][CH3:55])=[O:56])[cH:57][cH:58]3)[cH:59][cH:60][c:61]21.[CH3:62][C:63]1([CH3:64])[CH2:65][CH2:66][CH:67]([O:68][CH2:69][O:70][CH3:71])[c:72]2[cH:73][c:74](-[c:75]3[cH:76][c:77]4[c:78]([cH:79][cH:80]3)[cH:81][c:82]([C:83]([O:84][CH2:85][CH3:86])=[O:87])[cH:88][cH:89]4)[cH:90][cH:91][c:92]21>>[O:3]=[C:4]([OH:5])[c:6]1[cH:7][c:8]2[cH:9][cH:10][c:11]([CH:16]3[CH2:17][C:18]([CH3:30])([CH3:31])[c:19]4[cH:20][cH:21][cH:22][cH:23][c:24]4[CH:25]3[O:26][CH2:27][O:28][CH3:29])[cH:12][c:13]2[cH:14][cH:15]1.